Dataset: the Open Reaction Database (ORD), a public repository of structured organic reaction records. Task: describe an organic reaction: reactants, conditions, products, and yield Reactants: O=C([O-])[O-], CCOc1cc(C=O)ccc1F, CS(C)=O, [K+], [K+], c1c[nH]cn1. Yields the product CCOc1cc(C=O)ccc1-n1ccnc1. Reaction SMILES: [C:13](=[O:14])([O-:15])[O-:16].[CH2:1]([CH3:2])[O:3][c:4]1[cH:5][c:6]([CH:7]=[O:8])[cH:9][cH:10][c:11]1[F:12].[CH3:24][S:25]([CH3:26])=[O:27].[K+:17].[K+:18].[nH:19]1[cH:20][n:21][cH:22][cH:23]1>>[CH2:1]([CH3:2])[O:3][c:4]1[cH:5][c:6]([CH:7]=[O:8])[cH:9][cH:10][c:11]1-[n:19]1[cH:20][n:21][cH:22][cH:23]1.